From a dataset of the Open Reaction Database (ORD), a public repository of structured organic reaction records. describe an organic reaction: reactants, conditions, products, and yield Reactants: CCCNC, CO, CN(C1CCC(C#CCCCI)CC1)S(=O)(=O)c1ccc(C(F)(F)F)cc1. Yields the product CCCN(C)CCCC#CC1CCC(N(C)S(=O)(=O)c2ccc(C(F)(F)F)cc2)CC1. RXN SMILES: [CH3:28][NH:29][CH2:30][CH2:31][CH3:32].[CH3:33][OH:34].[I:1][CH2:2][CH2:3][CH2:4][C:5]#[C:6][CH:7]1[CH2:8][CH2:9][CH:10]([N:13]([S:14](=[O:15])(=[O:16])[c:17]2[cH:18][cH:19][c:20]([C:23]([F:24])([F:25])[F:26])[cH:21][cH:22]2)[CH3:27])[CH2:11][CH2:12]1>>[CH2:2]([CH2:3][CH2:4][C:5]#[C:6][CH:7]1[CH2:8][CH2:9][CH:10]([N:13]([S:14](=[O:15])(=[O:16])[c:17]2[cH:18][cH:19][c:20]([C:23]([F:24])([F:25])[F:26])[cH:21][cH:22]2)[CH3:27])[CH2:11][CH2:12]1)[N:29]([CH3:28])[CH2:30][CH2:31][CH3:32]. Reactants: BrCCCC (bromobutane), C1OC2=C(O1)C=C(C=C2)O (sesamol). Yields the product C(CCC)OC1=CC2=C(OCO2)C=C1 (5-Butoxy-benzo[1,3]dioxole). As a reaction SMILES: Br[CH2:2][CH2:3][CH2:4][CH3:5].[CH2:6]1[O:10][C:9]2[CH:11]=[C:12]([OH:15])[CH:13]=[CH:14][C:8]=2[O:7]1>>[CH2:2]([O:15][C:12]1[CH:13]=[CH:14][C:8]2[O:7][CH2:6][O:10][C:9]=2[CH:11]=1)[CH2:3][CH2:4][CH3:5]. Reported procedure: Starting from commercially available bromobutane and sesamol the title compound is obtained as colorless oil.